This data is from the Open Reaction Database (ORD), a public repository of structured organic reaction records. The task is: describe an organic reaction: reactants, conditions, products, and yield Reactants: CC(=O)Oc1ccc(CN2CCOCC2)cc1, CO, [Li+], [OH-], O, O. The product is Oc1ccc(CN2CCOCC2)cc1. As a reaction SMILES: [C:1](=[O:2])([CH3:3])[O:4][c:5]1[cH:6][cH:7][c:8]([CH2:11][N:12]2[CH2:13][CH2:14][O:15][CH2:16][CH2:17]2)[cH:9][cH:10]1.[CH3:22][OH:23].[Li+:19].[OH-:18].[OH2:20].[OH2:21]>>[OH:4][c:5]1[cH:6][cH:7][c:8]([CH2:11][N:12]2[CH2:13][CH2:14][O:15][CH2:16][CH2:17]2)[cH:9][cH:10]1.